This data is from the Open Reaction Database (ORD), a public repository of structured organic reaction records. The task is: describe an organic reaction: reactants, conditions, products, and yield Starting materials: FC=1C=C(C=CC1F)C1=C(N=CO1)C(=O)OC (5-(3,4-difluorophenyl)-4-methoxycarbonyloxazole), CCOCC (Ether). Solvent: CO (methanol), Cl (HCl). Reaction conditions: temperature 50 celsius. Yields the product COC(C(C(=O)C1=CC(=C(C=C1)F)F)N)=O (2-Amino-3-(3,4-difluorophenyl)-3-oxopropionic acid methyl ester). Yield: 104.4%. Reaction SMILES: [F:1][C:2]1[CH:3]=[C:4]([C:9]2[O:13]C=[N:11][C:10]=2[C:14]([O:16][CH3:17])=[O:15])[CH:5]=[CH:6][C:7]=1[F:8].CCOCC>CO.Cl>[CH3:17][O:16][C:14](=[O:15])[CH:10]([NH2:11])[C:9]([C:4]1[CH:5]=[CH:6][C:7]([F:8])=[C:2]([F:1])[CH:3]=1)=[O:13]. Procedure details: To 5-(3,4-difluorophenyl)-4-methoxycarbonyloxazole (1.0 g, 4.18 mmol) in methanol (6 mL), 1N HCl (2 mL) was added and the mixture was heated at 50° C. for 2 hours. The reaction mixture was then concentrated to yield a syrup. Ether was added and the solution filtered to give 1.0 g (87%) of the product as a white solid: 1H-NMR (CDCl3) 3.74 (s, 3 H), 6.15 (s, 1H), 7.45-7.55 (m, 1H), 8.11-8.13 (m, 2H)